Dataset: the Open Reaction Database (ORD), a public repository of structured organic reaction records. Task: describe an organic reaction: reactants, conditions, products, and yield Reactants: C(C1=CC=CC=C1)(=O)Cl (benzoyl chloride), CN1C=NC=C1 (1-methylimidazole), C(C1=CC=CC=C1)=O (benzaldehyde). Solvent: CCOCC (ether), CCOCC (ether). Product: [Cl-].C[N+]1=CN(C=C1)C(C1=CC=CC=C1)OC(C1=CC=CC=C1)=O (1-methyl-3-(α-benzoyloxybenzyl)-imidazolium chloride). Isolated yield 80.3%. Reaction SMILES: [C:1]([Cl:9])(=[O:8])[C:2]1[CH:7]=[CH:6][CH:5]=[CH:4][CH:3]=1.[CH3:10][N:11]1[CH:15]=[CH:14][N:13]=[CH:12]1.[CH:16](=[O:23])[C:17]1[CH:22]=[CH:21][CH:20]=[CH:19][CH:18]=1>CCOCC>[Cl-:9].[CH3:10][N+:11]1[CH:15]=[CH:14][N:13]([CH:1]([O:8][C:16](=[O:23])[C:17]2[CH:22]=[CH:21][CH:20]=[CH:19][CH:18]=2)[C:2]2[CH:7]=[CH:6][CH:5]=[CH:4][CH:3]=2)[CH:12]=1 |f:4.5|. Procedure: To an ether solution of benzoyl chloride (2.81 g; 0.02 mol) there was added dropwise 1.67 g (0.02 mol) of 1-methylimidazole with stirring. The resulting mixture was evaporated in vacuo and the residue was allowed to react with 2.12 g (0.02 mol) of benzaldehyde at 70° C overnight, using a CaCl2 drying tube to protect it from moisture. After cooling, the reaction mixture was titrated with ether and the solid separated by filtration to give 5.28 g (m.p. 163°-178° ; 80% yield) of crude 1-methyl-3-(α... Starting materials: O=C(NC(CC1CC1)c1nccs1)c1ccc(C2CCOCC2)c(OCC2CC2)n1, Cc1ccc(C(=O)O)nc1OCC1CC1. The product is Cc1ccc(C(=O)NC(CC2CC2)c2nccs2)nc1OCC1CC1. Reaction SMILES: [CH:16]1([CH2:19][CH:20]([c:21]2[s:22][cH:23][cH:24][n:25]2)[NH:26][C:27](=[O:28])[c:29]2[n:30][c:31]([O:41][CH2:42][CH:43]3[CH2:44][CH2:45]3)[c:32]([CH:35]3[CH2:36][CH2:37][O:38][CH2:39][CH2:40]3)[cH:33][cH:34]2)[CH2:17][CH2:18]1.[CH:1]1([CH2:2][O:3][c:4]2[n:5][c:6]([C:7]([OH:8])=[O:9])[cH:10][cH:11][c:12]2[CH3:13])[CH2:14][CH2:15]1>>[CH:16]1([CH2:19][CH:20]([c:21]2[s:22][cH:23][cH:24][n:25]2)[NH:26][C:27](=[O:28])[c:29]2[n:30][c:31]([O:41][CH2:42][CH:43]3[CH2:44][CH2:45]3)[c:32]([CH3:35])[cH:33][cH:34]2)[CH2:17][CH2:18]1. The reactants are O=C([O-])[O-], CO, CC(=O)OC(CC(CCC(C)(C)F)c1nnc[nH]1)C(Cc1ccccc1)NC(=O)c1cnc2ccccc2n1, [K+], [K+]. The product is CC(C)(F)CCC(CC(O)C(Cc1ccccc1)NC(=O)c1cnc2ccccc2n1)c1nnc[nH]1. RXN SMILES: [C:40](=[O:41])([O-:42])[O-:43].[CH3:46][OH:47].[F:1][C:2]([CH2:3][CH2:4][CH:5]([CH2:6][CH:7]([CH:8]([CH2:9][c:10]1[cH:11][cH:12][cH:13][cH:14][cH:15]1)[NH:16][C:17](=[O:18])[c:19]1[n:20][c:21]2[cH:22][cH:23][cH:24][cH:25][c:26]2[n:27][cH:28]1)[O:29][C:30](=[O:31])[CH3:32])[c:33]1[n:34][n:35][cH:36][nH:37]1)([CH3:38])[CH3:39].[K+:44].[K+:45]>>[F:1][C:2]([CH2:3][CH2:4][CH:5]([CH2:6][CH:7]([CH:8]([CH2:9][c:10]1[cH:11][cH:12][cH:13][cH:14][cH:15]1)[NH:16][C:17](=[O:18])[c:19]1[n:20][c:21]2[cH:22][cH:23][cH:24][cH:25][c:26]2[n:27][cH:28]1)[OH:29])[c:33]1[n:34][n:35][cH:36][nH:37]1)([CH3:38])[CH3:39]. Starting materials: CO, CC(c1ccc(-c2cccnc2OC(F)F)cc1)N1C(=O)c2ccccc2C1=O, NN, O. Product: CC(N)c1ccc(-c2cccnc2OC(F)F)cc1. Reaction SMILES: [CH3:33][OH:34].[F:1][CH:2]([O:3][c:4]1[n:5][cH:6][cH:7][cH:8][c:9]1-[c:10]1[cH:11][cH:12][c:13]([CH:16]([CH3:17])[N:18]2[C:19](=[O:20])[c:21]3[c:22]([cH:23][cH:24][cH:25][cH:26]3)[C:27]2=[O:28])[cH:14][cH:15]1)[F:29].[NH2:31][NH2:32].[OH2:30]>>[F:1][CH:2]([O:3][c:4]1[n:5][cH:6][cH:7][cH:8][c:9]1-[c:10]1[cH:11][cH:12][c:13]([CH:16]([CH3:17])[NH2:18])[cH:14][cH:15]1)[F:29]. Starting materials: C1(CC1)COC1=C(C=CC(=N1)C(=O)O)N1CCC12COC2 (6-(cyclopropylmethoxy)-5-(6-oxa-1-azaspiro[3.3]heptan-1-yl)picolinic acid), C1(CC1)N(C)C1=NOC(=N1)C (cyclopropyl-(5-methyl-[1,2,4]oxadiazol-3-yl)-methylamine), C1(CC1)C[C@@H](C1=NOC(=N1)C)N ((S)-2-cyclopropyl-1-(5-methyl-[1,2,4]oxadiazol-3-yl)-ethylamine). Yields the product C1(CC1)C(C1=NOC(=N1)C)NC(=O)C1=NC(=C(C=C1)N1CCC12COC2)OCC2CC2 (6-Cyclopropylmethoxy-5-(6-oxa-1-aza-spiro[3.3]hept-1-yl)-pyridine-2-carboxylic acid [cyclopropyl-(5-methyl-[1,2,4]oxadiazol-3-yl)-methyl]-amide). As a reaction SMILES: [CH:1]1([CH2:4][O:5][C:6]2[N:11]=[C:10]([C:12](O)=[O:13])[CH:9]=[CH:8][C:7]=2[N:15]2[C:18]3([CH2:21][O:20][CH2:19]3)[CH2:17][CH2:16]2)[CH2:3][CH2:2]1.C1(N(C2N=C(C)ON=2)C)CC1.[CH:33]1([CH2:36][C@H:37]([NH2:44])[C:38]2[N:42]=[C:41]([CH3:43])[O:40][N:39]=2)[CH2:35]C1>>[CH:36]1([CH:37]([NH:44][C:12]([C:10]2[CH:9]=[CH:8][C:7]([N:15]3[C:18]4([CH2:19][O:20][CH2:21]4)[CH2:17][CH2:16]3)=[C:6]([O:5][CH2:4][CH:1]3[CH2:3][CH2:2]3)[N:11]=2)=[O:13])[C:38]2[N:42]=[C:41]([CH3:43])[O:40][N:39]=2)[CH2:33][CH2:35]1. Reported procedure: The title compound was synthesized in analogy to Example 1, using 6-(cyclopropylmethoxy)-5-(6-oxa-1-azaspiro[3.3]heptan-1-yl)picolinic acid (Example 234 b) and cyclopropyl-(5-methyl-[1,2,4]oxadiazol-3-yl)-methylamine (which can e.g. be prepared in a similar manner than (S)-2-cyclopropyl-1-(5-methyl-[1,2,4]oxadiazol-3-yl)-ethylamine (Example 38 e) as starting materials. MS (EI): m/e=426.0 [M+H]+.